This data is from the Open Reaction Database (ORD), a public repository of structured organic reaction records. The task is: describe an organic reaction: reactants, conditions, products, and yield The reactants are CN(C(C1=C(C(=CC=C1)C)C)=O)C (N,N-dimethyl-2,3-dimethylbenzamide), OC1CN(CCC1)CCC#N (3-(3-hydroxypiperidin-1-yl)propionitrile). The product is OC1CN(CCC1)CCC=1NC(C2=CC=CC(=C2C1)C)=O (3-[2-(3-hydroxypiperidin-1-yl)ethyl]-5-methyl-2H-isoquinolin-1-one). Isolated yield 6.6%. As a reaction SMILES: C[N:2]([CH3:13])[C:3](=[O:12])[C:4]1[CH:9]=[CH:8][CH:7]=[C:6]([CH3:10])[C:5]=1[CH3:11].[OH:14][CH:15]1[CH2:20][CH2:19][CH2:18][N:17]([CH2:21][CH2:22]C#N)[CH2:16]1>>[OH:14][CH:15]1[CH2:20][CH2:19][CH2:18][N:17]([CH2:21][CH2:22][C:13]2[NH:2][C:3](=[O:12])[C:4]3[C:5]([CH:11]=2)=[C:6]([CH3:10])[CH:7]=[CH:8][CH:9]=3)[CH2:16]1. Reported procedure: By the reaction in the same manner as in Example 1a, using N,N-dimethyl-2,3-dimethylbenzamide (5.1101 g) and 3-(3-hydroxypiperidin-1-yl)propionitrile (2.2 g), 3-[2-(3-hydroxypiperidin-1-yl)ethyl]-5-methyl-2H-isoquinolin-1-one (269.6 mg) was obtained. Reactants: [N+](=O)([O-])C1=C(OCP(OC)(OC)=O)C=C(C=C1)OC1=C(C=C(C=C1)C(F)(F)F)Cl (dimethyl 2-nitro-5-(2-chloro-4-trifluoromethylphenoxy)phenoxymethylphosphonate), S(=O)(Cl)Cl (thionyl chloride). Solvent: C1=CC=CC=C1 (benzene). Reaction conditions: time 6 hour. Yields the product [N+](=O)([O-])C1=C(OCP(OC)(=O)Cl)C=C(C=C1)OC1=C(C=C(C=C1)C(F)(F)F)Cl (methyl 2-nitro-5-(2-chloro-4-trifluoromethylphenoxy)phenoxymethylphosphonochloridate). As a reaction SMILES: [N+:1]([C:4]1[CH:17]=[CH:16][C:15]([O:18][C:19]2[CH:24]=[CH:23][C:22]([C:25]([F:28])([F:27])[F:26])=[CH:21][C:20]=2[Cl:29])=[CH:14][C:5]=1[O:6][CH2:7][P:8](=O)([O:11]C)[O:9][CH3:10])([O-:3])=[O:2].S(Cl)([Cl:32])=O>C1C=CC=CC=1>[N+:1]([C:4]1[CH:17]=[CH:16][C:15]([O:18][C:19]2[CH:24]=[CH:23][C:22]([C:25]([F:28])([F:27])[F:26])=[CH:21][C:20]=2[Cl:29])=[CH:14][C:5]=1[O:6][CH2:7][P:8]([Cl:32])(=[O:11])[O:9][CH3:10])([O-:3])=[O:2]. Procedure details: To dimethyl 2-nitro-5-(2-chloro-4-trifluoromethylphenoxy)phenoxymethylphosphonate (0.5 g) in benzene (10 ml) is added thionyl chloride (8 ml) at RT. The mixture is allowed to return to RT and is stirred for 6 hours. The solvent and any excess thionyl chloride are then distilled off, yielding methyl 2-nitro-5-(2-chloro-4-trifluoromethylphenoxy)phenoxymethylphosphonochloridate. Starting materials: C([O-])([O-])=O.[K+].[K+] (potassium carbonate), CB(O)O (Methyl boronic acid), N1(N=CN=C1)C1=CC=C(C=C1)C1=CC=C(C=C1)C1=C(C=C2C(=N1)N=C(N2)O[C@@H]2CO[C@H]1[C@@H]2OC[C@H]1O)Cl ((3R,3aR,6R,6aR)-6-((5-(4′-(1H-1,2,4-triazol-1-yl)-[1,1′-biphenyl]-4-yl)-6-chloro-1H-imidazo[4,5-b]pyridin-2-yl)oxy)hexahydrofuro[3,2-b]furan-3-ol), chloro(2-dicyclohexylphosphino-2′,4′,6′-triisopropyl-1,1′-biphenyl)[2-(2-aminoethyl)phenyl). The reagents and catalysts are [Pd+2] (palladium(II)). Run in O1CCOCC1 (1,4-dioxane). Run at temperature 140 celsius. Product: N1(N=CN=C1)C1=CC=C(C=C1)C1=CC=C(C=C1)C1=C(C=C2C(=N1)N=C(N2)O[C@@H]2CO[C@H]1[C@@H]2OC[C@H]1O)C ((3R,3aR,6R,6aR)-6-((5-(4′-(1H-1,2,4-triazol-1-yl)-[1,1′-biphenyl]-4-yl)-6-methyl-1H-imidazo[4,5-b]pyridin-2-yl)oxy)hexahydrofuro[3,2-b]furan-3-ol). Reaction SMILES: CB(O)O.[N:5]1([C:10]2[CH:15]=[CH:14][C:13]([C:16]3[CH:21]=[CH:20][C:19]([C:22]4[N:27]=[C:26]5[N:28]=[C:29]([O:31][C@H:32]6[C@H:36]7[O:37][CH2:38][C@@H:39]([OH:40])[C@H:35]7[O:34][CH2:33]6)[NH:30][C:25]5=[CH:24][C:23]=4Cl)=[CH:18][CH:17]=3)=[CH:12][CH:11]=2)[CH:9]=[N:8][CH:7]=[N:6]1.[C:42](=O)([O-])[O-].[K+].[K+]>[Pd+2].O1CCOCC1>[N:5]1([C:10]2[CH:15]=[CH:14][C:13]([C:16]3[CH:21]=[CH:20][C:19]([C:22]4[N:27]=[C:26]5[N:28]=[C:29]([O:31][C@H:32]6[C@H:36]7[O:37][CH2:38][C@@H:39]([OH:40])[C@H:35]7[O:34][CH2:33]6)[NH:30][C:25]5=[CH:24][C:23]=4[CH3:42])=[CH:18][CH:17]=3)=[CH:12][CH:11]=2)[CH:9]=[N:8][CH:7]=[N:6]1 |f:2.3.4|. Procedure details: Methyl boronic acid (174 mg, 2.90 mmol), (3R,3aR,6R,6aR)-6-((5-(4′-(1H-1,2,4-triazol-1-yl)-[1,1′-biphenyl]-4-yl)-6-chloro-1H-imidazo[4,5-b]pyridin-2-yl)oxy)hexahydrofuro[3,2-b]furan-3-ol (150 mg, 0.290 mmol) and chloro(2-dicyclohexylphosphino-2′,4′,6′-triisopropyl-1,1′-biphenyl)[2-(2-aminoethyl)phenyl)]palladium(II) (86 mg, 0.116 mmol) were added as solids to a microwave tube, followed by degassed 1,4-dioxane (2 mL) and 2 M aqueous potassium carbonate (1741 uL, 3.48 mmol). The tube was sealed an... Solvent: C(C)O (ethanol). Isolated yield 9.5%. Reaction SMILES: [NH2:1][C:2]1[N:3]([SH:9])[N:4]=[N:5][C:6]=1[NH:7][NH2:8].[C:10]([CH:13]1[CH2:18][CH2:17][CH2:16][CH2:15][C:14]1=O)(=O)[CH3:11].Cl>C(O)C>[NH2:1][CH:2]1[C:6]([N:7]2[C:14]3[CH2:15][CH2:16][CH2:17][CH2:18][C:13]=3[C:10]([CH3:11])=[N:8]2)=[N:5][NH:4][N:3]1[SH:9]. The reactants are NC=1N(N=NC1NN)S (4-Amino-5-hydrazino-3-mercapto-1,2,3-triazole), C(C)(=O)C1C(CCCC1)=O (acetyl cyclohexanone), Cl (hydrochloric acid). Procedure details: 4-Amino-5-hydrazino-3-mercapto-1,2,3-triazole (7.3 g, 0.05 mol), 7.0 g (0.05 mol) acetyl cyclohexanone, 1.25 ml concentrated hydrochloric acid, and 350 ml ethanol are refluxed for 3 hours, evaporated to dryness, and recrystallized from ethyl acetate to give 1.2 g of white crystals, m.p. 201°-2°. The product is NC1N(NN=C1N1N=C(C=2CCCCC12)C)S (4-Amino-3-mercapto-5-(4,5,6,7-tetrahydro-3-methyl-1H-indazol-1-yl)-4H-1,2,3-triazole).